This data is from the Open Reaction Database (ORD), a public repository of structured organic reaction records. The task is: describe an organic reaction: reactants, conditions, products, and yield Reactants: ClC1=C(OC(C(CC)O)Cl)C=CC=C1 (1-(o-chlorophenoxy)-2-hydroxybutyl chloride), [OH-].[Na+] (sodium hydroxide), C1(=CC=CC=C1)N1CCNCC1 (N-phenylpiperazine), Cl (hydrochloric acid). Run in C(C)(C)O (isopropanol). Yields the product ClC1=C(OCC(CCN2CCN(CC2)C2=CC=CC=C2)O)C=CC=C1 (1-(o-Chlorophenoxy)-4-(4-phenyl-1-piperazinyl)-2-butanol). RXN SMILES: [Cl:1][C:2]1[CH:14]=[CH:13][CH:12]=[CH:11][C:3]=1[O:4][CH:5](Cl)[CH:6]([OH:9])[CH2:7][CH3:8].[C:15]1([N:21]2[CH2:26][CH2:25][NH:24][CH2:23][CH2:22]2)[CH:20]=[CH:19][CH:18]=[CH:17][CH:16]=1.Cl.[OH-].[Na+]>C(O)(C)C>[Cl:1][C:2]1[CH:14]=[CH:13][CH:12]=[CH:11][C:3]=1[O:4][CH2:5][CH:6]([OH:9])[CH2:7][CH2:8][N:24]1[CH2:25][CH2:26][N:21]([C:15]2[CH:20]=[CH:19][CH:18]=[CH:17][CH:16]=2)[CH2:22][CH2:23]1 |f:3.4|. Reported procedure: A mixture of 35.1 g. (0.15 mole) of 1-(o-chlorophenoxy)-2-hydroxybutyl chloride, 32.6 g. (0.2 mole) of N-phenylpiperazine and 400 ml. of isopropanol was refluxed for 48 hr. The reaction mixture was allowed to stand in a refrigerator overnight and filtered. The filtrate was treated with ethereal hydrogen chloride and the salt precipitated by the addition of ether. The white crystalline solid which formed was dissolved in 0.1 mole of hydrochloric acid and then neutralized with sodium hydroxide pro... The reactants are aminopropyl, C1=CC(=CC(=C1)Cl)C(=O)OO (mCPBA), C1(CC1)NC(=O)C=1C=C(C(=C(C1)C1=NC=C(C(=O)NCC(C)C)C=C1)C)F (6-(5-cyclopropylcarbamoyl-3-fluoro-2-methyl-phenyl)-N-(2-methylpropyl)-nicotinamide), C1(CC1)NC(=O)C=1C=C(C(=C(C1)C1=NC=C(C(=O)NCC(C)C)C=C1)C)F (6-(5-cyclopropylcarbamoyl-3-fluoro-2-methyl-phenyl)-N-(2-methylpropyl)-nicotinamide). The solvent is C(Cl)(Cl)Cl (chloroform), CO (methanol). Conditions: temperature 60 celsius. The product is C1(CC1)NC(=O)C=1C=C(C(=C(C1)C1=CC=C(C=[N+]1[O-])C(=O)NCC(C)C)C)F (6-{5-[(cyclopropylamino)carbonyl]-3-fluoro-2-methylphenyl}-N-(2-methylpropyl)-3-pyridinecarboxamide 1 oxide). Reaction SMILES: C1C=C(Cl)C=C(C(OO)=[O:9])C=1.[CH:12]1([NH:15][C:16]([C:18]2[CH:19]=[C:20]([F:38])[C:21]([CH3:37])=[C:22]([C:24]3[CH:36]=[CH:35][C:27]([C:28]([NH:30][CH2:31][CH:32]([CH3:34])[CH3:33])=[O:29])=[CH:26][N:25]=3)[CH:23]=2)=[O:17])[CH2:14][CH2:13]1>C(Cl)(Cl)Cl.CO>[CH:12]1([NH:15][C:16]([C:18]2[CH:19]=[C:20]([F:38])[C:21]([CH3:37])=[C:22]([C:24]3[N+:25]([O-:9])=[CH:26][C:27]([C:28]([NH:30][CH2:31][CH:32]([CH3:34])[CH3:33])=[O:29])=[CH:35][CH:36]=3)[CH:23]=2)=[O:17])[CH2:14][CH2:13]1. Procedure: mCPBA (57-86%, 15 mg) was added to a solution of 6-(5-cyclopropylcarbamoyl-3-fluoro-2-methyl-phenyl)-N-(2-methylpropyl)-nicotinamide (Intermediate 30, 20 mg) in chloroform (3 ml) at 60° C. and the reaction maintained at 60° C. for 7 hrs. The reaction was allowed to cool, diluted with methanol, and passed through an aminopropyl SPE (2 g) and an SCX SPE (1.0 g). The filtrate was reduced to dryness under vacuum and the residue triturated with ether to give 6-{5-[(cyclopropylamino)carbonyl]-3-fluoro... Starting materials: O (Water), C(C)(C)(C)OC(C(C)(C)SC=1SC=C(N1)CCCN)=O (2-{[4-(3-aminopropyl)-1,3-thiazol-2-yl]thio}-2-methylpropionic acid tert-butyl ester), BrC=1C=NC(=NC1)Cl (5-bromo-2-chloropyrimidine), C(C)(C)N(CC)C(C)C (diisopropylethylamine). The solvent is CN1C(CCC1)=O (N-methylpyrrolidone). Run at time 8 hour. The product is C(C)(C)(C)OC(C(C)(C)SC=1SC=C(N1)CCCNC1=NC=C(C=N1)Br)=O (2-[(4-{3-[(5-bromopyrimidin-2-yl)amino]propyl}-1,3-thiazol-2-yl)thio]-2-methylpropionic acid tert-butyl ester). Yield: 71.3%. RXN SMILES: [C:1]([O:5][C:6](=[O:20])[C:7]([S:10][C:11]1[S:12][CH:13]=[C:14]([CH2:16][CH2:17][CH2:18][NH2:19])[N:15]=1)([CH3:9])[CH3:8])([CH3:4])([CH3:3])[CH3:2].[Br:21][C:22]1[CH:23]=[N:24][C:25](Cl)=[N:26][CH:27]=1.C(N(C(C)C)CC)(C)C.O>CN1CCCC1=O>[C:1]([O:5][C:6](=[O:20])[C:7]([S:10][C:11]1[S:12][CH:13]=[C:14]([CH2:16][CH2:17][CH2:18][NH:19][C:25]2[N:26]=[CH:27][C:22]([Br:21])=[CH:23][N:24]=2)[N:15]=1)([CH3:9])[CH3:8])([CH3:2])([CH3:4])[CH3:3]. Procedure: 2-{[4-(3-Aminopropyl)-1,3-thiazol-2-yl]thio}-2-methylpropionic acid tert-butyl ester (5.3 g) synthesized in Example 33 and 5-bromo-2-chloropyrimidine (3.24 g) were dissolved in N-methylpyrrolidone (60 mL), diisopropylethylamine (5.8 mL) was added, and the mixture was stirred at room temperature for 8 hr. Water was added to the reaction mixture, and the mixture was extracted with ethyl acetate. The organic layer was washed with saturated brine and dried over anhydrous sodium sulfate. The solvent ... Reactants: C(C)(C)(C)OC(=O)N[C@@H](C(C)C)C(=O)O (N-(tert-Butoxycarbonyl)-(L)-valine), C(C)(C)(C)OC(=O)N[C@H](CC(=O)OC)C(C)C (methyl (R)-3-(tert-butoxycarbonylamino)-4-methylpentanoate), ester, C(C)(C)(C)OC(=O)N[C@H](C(C=[N+]=[N-])=O)C(C)C ((S)-3-(tert-butoxycarbonylamino)-1-diazo-4-methylpentan-2-one), diazo. The product is C(C)(C)(C)OC(=O)N[C@H](CCO)C(C)C ((R)-3-(tert- butoxycarbonylamino)-4-methylpentan-1-ol). RXN SMILES: C(OC(N[C@H](C(O)=O)C(C)C)=O)(C)(C)C.C(OC(N[C@@H](C(C)C)C(=O)C=[N+]=[N-])=O)(C)(C)C.[C:33]([O:37][C:38]([NH:40][C@@H:41]([CH:47]([CH3:49])[CH3:48])[CH2:42][C:43](OC)=[O:44])=[O:39])([CH3:36])([CH3:35])[CH3:34]>>[C:33]([O:37][C:38]([NH:40][C@@H:41]([CH:47]([CH3:49])[CH3:48])[CH2:42][CH2:43][OH:44])=[O:39])([CH3:36])([CH3:35])[CH3:34]. Reported procedure: N-(tert-Butoxycarbonyl)-(L)-valine was converted to (S)-3-(tert-butoxycarbonylamino)-1-diazo-4-methylpentan-2-one according to Method B6a, Step 1. The diazo compound was converted to methyl (R)-3-(tert-butoxycarbonylamino)-4-methylpentanoate according to Method B6a, Step 2. The ester was reduced according to Method B6a, Step 3 to give (R)-3-(tert- butoxycarbonylamino)-4-methylpentan-1-ol. The carbamate was deprotected and converted to (R)-3-amino-1-chloro-4-methylpentane according to Method B7e.... The reactants are [Cl-].[Al+3].[Cl-].[Cl-] (aluminum chloride), [Cl-].[Al+3].[Cl-].[Cl-] (aluminum chloride), C(=C)(Cl)Cl (vinylidene chloride), ClC(C)(C(C)C)C (2-chloro-2,3-dimethylbutane). Run in C(C)(=O)O (acetic acid). Run at temperature 20 celsius, time 4 hour. The product is ClC(=CC(C(C)C)(C)C)Cl (1,1-dichloro-3,3,4-trimethyl-pent-1-ene). The yield is 65.0%. Reaction SMILES: [Cl-].[Al+3].[Cl-].[Cl-].[C:5]([Cl:8])([Cl:7])=[CH2:6].Cl[C:10]([CH3:15])([CH:12]([CH3:14])[CH3:13])[CH3:11]>C(O)(=O)C>[Cl:7][C:5]([Cl:8])=[CH:6][C:10]([CH3:15])([CH3:11])[CH:12]([CH3:14])[CH3:13] |f:0.1.2.3|. Procedure: 20 g of anhydrous, powdered aluminum chloride are added in portions to 2,040 g (21 mols) of vinylidene chloride at -10° C., in a dry apparatus equipped with a drying tube. 837 g (7 mols) of 2-chloro-2,3-dimethylbutane are then added dropwise in the temperature range from 0° to 10° C. The mixture is allowed to warm up to 20° C., and further aluminum chloride portions (a maximum of 20 g) are added, while cooling, until the reaction is no longer exothermic. The mixture is stirred for a further 4 ho... Starting materials: ClC1=CC=C2C(=CNC2=C1)C(=O)N1CCN(CC1)C1=C(C=CC=C1)F ((6-chloro-1H-indol-3-yl)-[4-(2-fluoro-phenyl)-piperazin-1-yl]-methanone), BrCC(=O)O (bromo-acetic acid). The product is ClC1=CC=C2C(=CN(C2=C1)CC(=O)O)C(=O)N1CCN(CC1)C1=C(C=CC=C1)F ({6-Chloro-3-[4-(2-fluoro-phenyl)-piperazine-1-carbonyl]-indol-1-yl}-acetic acid). As a reaction SMILES: [Cl:1][C:2]1[CH:10]=[C:9]2[C:5]([C:6]([C:11]([N:13]3[CH2:18][CH2:17][N:16]([C:19]4[CH:24]=[CH:23][CH:22]=[CH:21][C:20]=4[F:25])[CH2:15][CH2:14]3)=[O:12])=[CH:7][NH:8]2)=[CH:4][CH:3]=1.Br[CH2:27][C:28]([OH:30])=[O:29]>>[Cl:1][C:2]1[CH:10]=[C:9]2[C:5]([C:6]([C:11]([N:13]3[CH2:18][CH2:17][N:16]([C:19]4[CH:24]=[CH:23][CH:22]=[CH:21][C:20]=4[F:25])[CH2:15][CH2:14]3)=[O:12])=[CH:7][N:8]2[CH2:27][C:28]([OH:30])=[O:29])=[CH:4][CH:3]=1. Procedure details: Following general procedure II, the alkylation of (6-chloro-1H-indol-3-yl)-[4-(2-fluoro-phenyl)-piperazin-1-yl]-methanone (preparation described herein), with (commercially available) bromo-acetic acid gave the title compound. Reactants: CC(=O)C1C(=O)CC(CCSc2ccc(C(F)(F)F)cc2)CC1=O, CC(=O)O, O, OO. Yields the product CC(=O)C1C(=O)CC(CCS(=O)c2ccc(C(F)(F)F)cc2)CC1=O. RXN SMILES: [C:1]([CH3:2])(=[O:3])[CH:4]1[C:5](=[O:24])[CH2:6][CH:7]([CH2:11][CH2:12][S:13][c:14]2[cH:15][cH:16][c:17]([C:20]([F:21])([F:22])[F:23])[cH:18][cH:19]2)[CH2:8][C:9]1=[O:10].[CH3:28][C:29](=[O:30])[OH:31].[OH2:27].[OH:25][OH:26]>>[C:1]([CH3:2])(=[O:3])[CH:4]1[C:5](=[O:24])[CH2:6][CH:7]([CH2:11][CH2:12][S:13]([c:14]2[cH:15][cH:16][c:17]([C:20]([F:21])([F:22])[F:23])[cH:18][cH:19]2)=[O:25])[CH2:8][C:9]1=[O:10]. The reactants are OC=1C=C(C(=O)O)C=CC1 (3-hydroxybenzoic acid), O=S(Cl)Cl (SOCl2), CN (CH3NH2), C1CCOC1 (THF). The solvent is O1CCOCC1 (dioxane). Conditions: time 4 hour. Product: OC=1C=C(C(=O)NC)C=CC1 (3-hydroxy-N-methyl-benzamide). Reaction SMILES: [OH:1][C:2]1[CH:3]=[C:4]([CH:8]=[CH:9][CH:10]=1)[C:5](O)=[O:6].O=S(Cl)Cl.[CH3:15][NH2:16].C1COCC1>O1CCOCC1>[OH:1][C:2]1[CH:3]=[C:4]([CH:8]=[CH:9][CH:10]=1)[C:5]([NH:16][CH3:15])=[O:6]. Procedure details: To a solution of 3-hydroxybenzoic acid (10 g, 72 mmol, 1.0 eq.) in 100 mL of anhydrous dioxane was added SOCl2 (6.5 mL, 72 mmol, 1.0 eq.). The solution was heated to reflux and stirred for 4 h. The solvent was removed and the crude was dissolved in anhydrous THF (100 mL). A solution of 2 M CH3NH2 in THF (7.2 mL, 144 mmol, 2.0 eq.) was added upon which a white suspension was formed. The solvent was evaporated and the residue was dissolved in MTBE, washed with sat. NH4Cl (aq.). The organic layer w...